This data is from the Open Reaction Database (ORD), a public repository of structured organic reaction records. The task is: describe an organic reaction: reactants, conditions, products, and yield Starting materials: C=CC#N, O, NCCCCCCCCCCCCCCCCCCc1ccccc1. Product: N#CCCNCCCCCCCCCCCCCCCCCCc1ccccc1. RXN SMILES: [CH2:1]=[CH:2][C:3]#[N:4].[OH2:30].[c:5]1([CH2:11][CH2:12][CH2:13][CH2:14][CH2:15][CH2:16][CH2:17][CH2:18][CH2:19][CH2:20][CH2:21][CH2:22][CH2:23][CH2:24][CH2:25][CH2:26][CH2:27][CH2:28][NH2:29])[cH:6][cH:7][cH:8][cH:9][cH:10]1>>[CH2:1]([CH2:2][C:3]#[N:4])[NH:29][CH2:28][CH2:27][CH2:26][CH2:25][CH2:24][CH2:23][CH2:22][CH2:21][CH2:20][CH2:19][CH2:18][CH2:17][CH2:16][CH2:15][CH2:14][CH2:13][CH2:12][CH2:11][c:5]1[cH:6][cH:7][cH:8][cH:9][cH:10]1.